From a dataset of the Open Reaction Database (ORD), a public repository of structured organic reaction records. describe an organic reaction: reactants, conditions, products, and yield Reagents/catalysts: [Zn] (Zn). Yields the product C(=O)OCCCN1C(N(C2=C(C1=O)C(=C(C=N2)Br)CCC(C)C)C)=O (3-(6-bromo-5-isopentyl-1-methyl-2,4-dioxo-1,2-dihydropyrido[2,3-d]pyrimidin-3(4H)-yl)propyl formate). Solvent: C(=O)O (HCOOH). Isolated yield 55.4%. Reported procedure: To a solution of 6-bromo-5-(1-hydroxy-3-methylbutyl)-1-methyl-3-(3-(tetrahydro-2H-pyran-2-yloxy)propyl)pyrido[2,3-d]pyrimidine-2,4(1H,3H)-dione (85 mg, 0.175 mmol) in HCOOH (1 mL) was added Zn dust (57 mg, 0.877 mmol). The reaction was heated at 50° C. for 2 h then cooled to RT and filtered. The filtrate was concentrated to give 3-(6-bromo-5-isopentyl-1-methyl-2,4-dioxo-1,2-dihydropyrido[2,3-d]pyrimidin-3(4H)-yl)propyl formate (40 mg, 47.0% yield) as a white solid. LCMS: MH+ 412 and TR=2.076 min... Reaction conditions: temperature 50 celsius. As a reaction SMILES: [Br:1][C:2]1[CH:24]=[N:23][C:5]2[N:6]([CH3:22])[C:7](=[O:21])[N:8]([CH2:11][CH2:12][CH2:13][O:14][CH:15]3CCCC[O:16]3)[C:9](=[O:10])[C:4]=2[C:3]=1[CH:25](O)[CH2:26][CH:27]([CH3:29])[CH3:28]>C(O)=O.[Zn]>[CH:15]([O:14][CH2:13][CH2:12][CH2:11][N:8]1[C:9](=[O:10])[C:4]2[C:3]([CH2:25][CH2:26][CH:27]([CH3:29])[CH3:28])=[C:2]([Br:1])[CH:24]=[N:23][C:5]=2[N:6]([CH3:22])[C:7]1=[O:21])=[O:16]. Starting materials: BrC1=C(C2=C(N(C(N(C2=O)CCCOC2OCCCC2)=O)C)N=C1)C(CC(C)C)O (6-bromo-5-(1-hydroxy-3-methylbutyl)-1-methyl-3-(3-(tetrahydro-2H-pyran-2-yloxy)propyl)pyrido[2,3-d]pyrimidine-2,4(1H,3H)-dione). Reactants: C(C)C(C(=O)O)C1=CC(=C(C=C1)O)OC (ethyl 4-hydroxy-3-methoxyphenylacetic acid), C([O-])([O-])=O.[K+].[K+] (potassium carbonate), CC(=O)C (acetone), C(C1=CC=CC=C1)Br (benzyl bromide). Reaction conditions: time 15 hour. The product is C(C1=CC=CC=C1)OC1=C(C=C(C=C1)CC(=O)OCC)OC (Ethyl 4-benzyloxy-3-methoxyphenylacetate). Reaction SMILES: C([CH:3]([C:7]1[CH:12]=[CH:11][C:10]([OH:13])=[C:9]([O:14][CH3:15])[CH:8]=1)[C:4]([OH:6])=[O:5])C.C(=O)([O-])[O-].[K+].[K+].[CH2:22](Br)[C:23]1[CH:28]=[CH:27][CH:26]=[CH:25][CH:24]=1.[CH3:30][C:31](C)=O>>[CH2:22]([O:13][C:10]1[CH:11]=[CH:12][C:7]([CH2:3][C:4]([O:6][CH2:30][CH3:31])=[O:5])=[CH:8][C:9]=1[O:14][CH3:15])[C:23]1[CH:28]=[CH:27][CH:26]=[CH:25][CH:24]=1 |f:1.2.3|. Procedure: To a solution of ethyl 4-hydroxy-3-methoxyphenylacetic acid (25 g, 120 mmol), commercially available from Aldrich Chemical Company, in acetone (150 mL) was added potassium carbonate (50 g, 360 mmol) followed by benzyl bromide (23 g, 130 mmol). The reaction mixture was stirred at ambient temperature for 15 hours and then was concentrated under reduced pressure. The residue was partitioned between 500 mL of water and 500 mL of diethyl ether. The aqueous layer was extracted with 300 mL of diethyl e... Starting materials: Cl.C(N)(=N)C=1C=C2C(=NC1)OC(=C2)C(=O)OCC (ethyl 5-amidinofuro[2,3-b]pyridine-2-carboxylate hydrochloride), ClC(=O)OCC1=CC=CC=C1 (benzyl chloroformate), Cl (hydrochloric acid), [OH-].[Na+] (sodium hydroxide), [OH-].[Na+] (sodium hydroxide). The solvent is O1CCCC1 (Tetrahydrofuran), O1CCCC1 (Tetrahydrofuran). Yields the product C(C1=CC=CC=C1)OC(=O)NC(=N)C=1C=C2C(=NC1)OC(=C2)C(=O)O (5-(benzyloxycarbonylamidino)furo[2,3-b]pyridine-2-carboxylic acid). Isolated yield 40.2%. As a reaction SMILES: Cl.[C:2]([C:5]1[CH:6]=[C:7]2[CH:13]=[C:12]([C:14]([O:16]CC)=[O:15])[O:11][C:8]2=[N:9][CH:10]=1)(=[NH:4])[NH2:3].Cl[C:20]([O:22][CH2:23][C:24]1[CH:29]=[CH:28][CH:27]=[CH:26][CH:25]=1)=[O:21].[OH-].[Na+].Cl>O1CCCC1>[CH2:23]([O:22][C:20]([NH:3][C:2]([C:5]1[CH:6]=[C:7]2[CH:13]=[C:12]([C:14]([OH:16])=[O:15])[O:11][C:8]2=[N:9][CH:10]=1)=[NH:4])=[O:21])[C:24]1[CH:29]=[CH:28][CH:27]=[CH:26][CH:25]=1 |f:0.1,3.4|. Procedure: Tetrahydrofuran (32 ml) was added to ethyl 5-amidinofuro[2,3-b]pyridine-2-carboxylate hydrochloride (2.05 g, 5.10 mmol), and benzyl chloroformate (1.09 ml, 7.65 mmol) was dropwise added under ice-cooling while maintaining the mixture at pH 10-12 with a 1N aqueous sodium hydroxide solution. Thereafter, the mixture was stirred under ice-cooling for 30 minutes and at room temperature for 1.5 hours. Tetrahydrofuran (20 ml) and a 1N aqueous sodium hydroxide solution (20 ml) were added to this reactio... The reactants are C1(O)=CC=C(O)C=C1 (Hydroquinone), COC1=CC=C(C=C1)[Te](=O)C1=CC=C(C=C1)OC (bis-(p-methoxyphenyl)-telluroxide). The solvent is C(Cl)(Cl)Cl (chloroform). The product is COC1=CC=C(C=C1)[Te]C1=CC=C(C=C1)OC (bis-(p-methoxyphenyl)-telluride), C1(C=CC(C=C1)=O)=O (p-benzoquinone). Yield: 65.0%. Reaction SMILES: [C:1]1([CH:8]=[CH:7][C:5]([OH:6])=[CH:4][CH:3]=1)[OH:2].[CH3:9][O:10][C:11]1[CH:16]=[CH:15][C:14]([Te:17]([C:19]2[CH:24]=[CH:23][C:22]([O:25][CH3:26])=[CH:21][CH:20]=2)=O)=[CH:13][CH:12]=1>C(Cl)(Cl)Cl>[CH3:26][O:25][C:22]1[CH:21]=[CH:20][C:19]([Te:17][C:14]2[CH:15]=[CH:16][C:11]([O:10][CH3:9])=[CH:12][CH:13]=2)=[CH:24][CH:23]=1.[C:5]1(=[O:6])[CH:7]=[CH:8][C:1](=[O:2])[CH:3]=[CH:4]1. Procedure: Hydroquinone (55 mg, 0.50 mmol) and bis-(p-methoxyphenyl)-telluroxide (196 mg, 0.55 mmol) were stirred in chloroform (2 ml) at room temperature under argon for 16 h. Separation of the reaction components by p.l.c. (benzene-ethyl acetate 9:1) gave bis-(p-methoxyphenyl)-telluride (8 mg, 4%) and p-benzoquinone (35 mg, 65%) as yellow needles m.p. 114°-115° (lit., 115.7°). RXN SMILES: [Br:12][CH2:13][C:14](=[O:15])[c:16]1[cH:17][cH:18][c:19]([F:22])[cH:20][cH:21]1.[Br:23][CH2:24][C:25](=[O:26])[c:27]1[cH:28][cH:29][c:30]([S:33](=[O:34])(=[O:35])[CH3:36])[cH:31][cH:32]1.[C:1]([CH2:2][C:3](=[O:4])[O:5][CH3:6])(=[O:7])[O:8][CH3:9].[H-:10].[Na+:11].[O:37]=[CH:38][N:39]([CH3:40])[CH3:41]>>[C:1]([C:2]([C:3](=[O:4])[O:5][CH3:6])([CH2:13][C:14](=[O:15])[c:16]1[cH:17][cH:18][c:19]([F:22])[cH:20][cH:21]1)[CH2:24][C:25](=[O:26])[c:27]1[cH:28][cH:29][c:30]([S:33](=[O:34])(=[O:35])[CH3:36])[cH:31][cH:32]1)(=[O:7])[O:8][CH3:9]. Starting materials: O=C(CBr)c1ccc(F)cc1, CS(=O)(=O)c1ccc(C(=O)CBr)cc1, COC(=O)CC(=O)OC, [H-], [Na+], CN(C)C=O. Product: COC(=O)C(CC(=O)c1ccc(F)cc1)(CC(=O)c1ccc(S(C)(=O)=O)cc1)C(=O)OC. The reactants are N=1NC(N2C1CC1=C(C=C2)C=CC=C1)=S (2,11-dihydro-3H-s-triazolo[3,4-b][3]benzazepine-3-thione), C(C1=CC=CC=C1)Br (benzyl bromide), C[O-].[Na+] (sodium methoxide). Yields the product C(C1=CC=CC=C1)SC1=NN=C2CC3=C(C=CN21)C=CC=C3 (3-benzylthio-11H-s-triazolo[3,4-b][3]benzazepine). RXN SMILES: [N:1]1[NH:2][C:3](=[S:15])[N:4]2[CH:10]=[CH:9][C:8]3[CH:11]=[CH:12][CH:13]=[CH:14][C:7]=3[CH2:6][C:5]=12.[CH2:16](Br)[C:17]1[CH:22]=[CH:21][CH:20]=[CH:19][CH:18]=1.C[O-].[Na+]>>[CH2:16]([S:15][C:3]1[N:4]2[C:5]([CH2:6][C:7]3[CH:14]=[CH:13][CH:12]=[CH:11][C:8]=3[CH:9]=[CH:10]2)=[N:1][N:2]=1)[C:17]1[CH:22]=[CH:21][CH:20]=[CH:19][CH:18]=1 |f:2.3|. Procedure: The reaction of 2,11-dihydro-3H-s-triazolo[3,4-b][3]benzazepine-3-thione with benzyl bromide in the presence of sodium methoxide gave 3-benzylthio-11H-s-triazolo[3,4-b][3]benzazepine. Starting materials: Cc1ccc(CC#N)cc1, CN(C)C=O, ClCCN(CCCl)Cc1ccccc1, Cl, [H-], [I-], [Na+], [Na+]. Yields the product Cc1ccc(C2(C#N)CCN(Cc3ccccc3)CC2)cc1. As a reaction SMILES: [CH3:1][c:2]1[cH:3][cH:4][c:5]([CH2:8][C:9]#[N:10])[cH:6][cH:7]1.[CH3:30][N:31]([CH3:32])[CH:33]=[O:34].[Cl:16][CH2:17][CH2:18][N:19]([CH2:20][c:21]1[cH:22][cH:23][cH:24][cH:25][cH:26]1)[CH2:27][CH2:28][Cl:29].[ClH:15].[H-:13].[I-:12].[Na+:11].[Na+:14]>>[CH3:1][c:2]1[cH:3][cH:4][c:5]([C:8]2([C:9]#[N:10])[CH2:17][CH2:18][N:19]([CH2:20][c:21]3[cH:22][cH:23][cH:24][cH:25][cH:26]3)[CH2:27][CH2:28]2)[cH:6][cH:7]1. The reactants are NC(C(=O)OC)CC1=CC=C(C=C1)OCCN(C)C=1OC2=C(N1)C=CC=C2 (methyl 2-amino-3-[4-[2-[N-(2-benzoxazolyl)-N-methylamino]ethoxy]phenyl]propanoate), C(C)(=O)O (acetic acid), N(=O)OCCC(C)C (isoamyl nitrite). The solvent is C(Cl)(Cl)Cl (chloroform), C(Cl)(Cl)Cl (chloroform). The product is O1C(=NC2=C1C=CC=C2)N(C)CCOC2=CC=C(C=C2)CC(C(=O)OC)=[N+]=[N-] (Methyl 3-[4-[2-[N-(2-benzoxazolyl)-N-methylamino]ethoxy]phenyl]-2-diazopropanoate). RXN SMILES: [NH2:1][CH:2]([CH2:7][C:8]1[CH:13]=[CH:12][C:11]([O:14][CH2:15][CH2:16][N:17]([C:19]2[O:20][C:21]3[CH:27]=[CH:26][CH:25]=[CH:24][C:22]=3[N:23]=2)[CH3:18])=[CH:10][CH:9]=1)[C:3]([O:5][CH3:6])=[O:4].C(O)(=O)C.[N:32](OCCC(C)C)=O>C(Cl)(Cl)Cl>[O:20]1[C:21]2[CH:27]=[CH:26][CH:25]=[CH:24][C:22]=2[N:23]=[C:19]1[N:17]([CH2:16][CH2:15][O:14][C:11]1[CH:10]=[CH:9][C:8]([CH2:7][C:2](=[N+:1]=[N-:32])[C:3]([O:5][CH3:6])=[O:4])=[CH:13][CH:12]=1)[CH3:18]. Procedure: A mixture of methyl 2-amino-3-[4-[2-[N-(2-benzoxazolyl)-N-methylamino]ethoxy]phenyl]propanoate (5.00 g), acetic acid (4.4 mL) and chloroform (160 mL) was treated dropwise with isoamyl nitrite (3.2 mL). The mixture was heated at reflux for 1.5 hrs, cooled, diluted with chloroform (200 mL) and washed successively with dilute hydrochloric acid (200 mL), water (2×200 mL) and brine (200 mL). The chloroform solution was dried over MgSO4, evaporated and the residue chromatographed on silica gel using 3...